Dataset: the Open Reaction Database (ORD), a public repository of structured organic reaction records. Task: describe an organic reaction: reactants, conditions, products, and yield Reactants: OCc1cccc(Br)n1, CCCCP(CCCC)CCCC, CCOCC, O=C(N=NC(=O)N1CCCCC1)N1CCCCC1, C1CCOC1, CCCc1c(O)ccc(C(C)=O)c1O. Yields the product CCCc1c(OCc2cccc(Br)n2)ccc(C(C)=O)c1O. Reaction SMILES: [Br:1][c:2]1[cH:3][cH:4][cH:5][c:6]([CH2:8][OH:9])[n:7]1.[CH2:24]([P:25]([CH2:26][CH2:27][CH2:28][CH3:29])[CH2:30][CH2:31][CH2:32][CH3:33])[CH2:34][CH2:35][CH3:36].[CH3:60][CH2:61][O:62][CH2:63][CH3:64].[N:37]([C:38]([N:39]1[CH2:40][CH2:41][CH2:42][CH2:43][CH2:44]1)=[O:45])=[N:46][C:47]([N:48]1[CH2:49][CH2:50][CH2:51][CH2:52][CH2:53]1)=[O:54].[O:55]1[CH2:56][CH2:57][CH2:58][CH2:59]1.[OH:10][c:11]1[c:12]([C:21]([CH3:22])=[O:23])[cH:13][cH:14][c:15]([OH:20])[c:16]1[CH2:17][CH2:18][CH3:19]>>[Br:1][c:2]1[cH:3][cH:4][cH:5][c:6]([CH2:8][O:9][c:15]2[cH:14][cH:13][c:12]([C:21]([CH3:22])=[O:23])[c:11]([OH:10])[c:16]2[CH2:17][CH2:18][CH3:19])[n:7]1.